Dataset: the Open Reaction Database (ORD), a public repository of structured organic reaction records. Task: describe an organic reaction: reactants, conditions, products, and yield Starting materials: Cc1ccc(NCc2ccc(N(C)C)cc2)cc1, CC(C)c1cccc(C(C)C)c1N=C=O. Yields the product Cc1ccc(N(Cc2ccc(N(C)C)cc2)C(=O)Nc2c(C(C)C)cccc2C(C)C)cc1. As a reaction SMILES: [CH3:1][N:2]([c:3]1[cH:4][cH:5][c:6]([CH2:9][NH:10][c:11]2[cH:12][cH:13][c:14]([CH3:17])[cH:15][cH:16]2)[cH:7][cH:8]1)[CH3:18].[CH:19]([CH3:20])([CH3:21])[c:22]1[c:23]([N:31]=[C:32]=[O:33])[c:24]([CH:28]([CH3:29])[CH3:30])[cH:25][cH:26][cH:27]1>>[CH3:1][N:2]([c:3]1[cH:4][cH:5][c:6]([CH2:9][N:10]([c:11]2[cH:12][cH:13][c:14]([CH3:17])[cH:15][cH:16]2)[C:32]([NH:31][c:23]2[c:22]([CH:19]([CH3:20])[CH3:21])[cH:27][cH:26][cH:25][c:24]2[CH:28]([CH3:29])[CH3:30])=[O:33])[cH:7][cH:8]1)[CH3:18]. The reactants are COc1ccccc1COCCCOc1ccc(C2CCN(C(=O)OC(C)(C)C)CC2OCc2ccc3c(c2)N(CCN)CCC3)cc1, O=C([O-])O, Cl, [Na+], N#CO[Na], C1CCOC1, O. The product is COc1ccccc1COCCCOc1ccc(C2CCN(C(=O)OC(C)(C)C)CC2OCc2ccc3c(c2)N(CCNC(N)=O)CCC3)cc1. As a reaction SMILES: [C:1]([CH3:2])([CH3:3])([CH3:4])[O:5][C:6](=[O:7])[N:8]1[CH2:9][CH:10]([O:34][CH2:35][c:36]2[cH:37][cH:38][c:39]3[c:44]([cH:45]2)[N:43]([CH2:46][CH2:47][NH2:48])[CH2:42][CH2:41][CH2:40]3)[CH:11]([c:14]2[cH:15][cH:16][c:17]([O:20][CH2:21][CH2:22][CH2:23][O:24][CH2:25][c:26]3[c:27]([O:32][CH3:33])[cH:28][cH:29][cH:30][cH:31]3)[cH:18][cH:19]2)[CH2:12][CH2:13]1.[C:54](=[O:55])([OH:56])[O-:57].[ClH:53].[Na+:58].[Na:49][O:50][C:51]#[N:52].[O:59]1[CH2:60][CH2:61][CH2:62][CH2:63]1.[OH2:64]>>[C:1]([CH3:2])([CH3:3])([CH3:4])[O:5][C:6](=[O:7])[N:8]1[CH2:9][CH:10]([O:34][CH2:35][c:36]2[cH:37][cH:38][c:39]3[c:44]([cH:45]2)[N:43]([CH2:46][CH2:47][NH:48][C:51](=[O:50])[NH2:52])[CH2:42][CH2:41][CH2:40]3)[CH:11]([c:14]2[cH:15][cH:16][c:17]([O:20][CH2:21][CH2:22][CH2:23][O:24][CH2:25][c:26]3[c:27]([O:32][CH3:33])[cH:28][cH:29][cH:30][cH:31]3)[cH:18][cH:19]2)[CH2:12][CH2:13]1. The reactants are CCCCCC, Cc1cc[nH]n1, [H-], [Na+], O=C(c1ccc(F)cc1C(F)(F)F)N1Cc2cccnc2Nc2ccccc21. Product: Cc1ccn(-c2ccc(C(=O)N3Cc4cccnc4Nc4ccccc43)c(C(F)(F)F)c2)n1. RXN SMILES: [CH3:37][CH2:38][CH2:39][CH2:40][CH2:41][CH3:42].[CH3:3][c:4]1[n:5][nH:6][cH:7][cH:8]1.[H-:1].[Na+:2].[n:9]1[cH:10][cH:11][cH:12][c:13]2[c:14]1[NH:15][c:16]1[c:17]([cH:33][cH:34][cH:35][cH:36]1)[N:18]([C:20](=[O:21])[c:22]1[c:23]([C:29]([F:30])([F:31])[F:32])[cH:24][c:25]([F:28])[cH:26][cH:27]1)[CH2:19]2>>[CH3:3][c:4]1[n:5][n:6](-[c:25]2[cH:24][c:23]([C:29]([F:30])([F:31])[F:32])[c:22]([C:20]([N:18]3[c:17]4[c:16]([cH:36][cH:35][cH:34][cH:33]4)[NH:15][c:14]4[n:9][cH:10][cH:11][cH:12][c:13]4[CH2:19]3)=[O:21])[cH:27][cH:26]2)[cH:7][cH:8]1.